This data is from the Open Reaction Database (ORD), a public repository of structured organic reaction records. The task is: describe an organic reaction: reactants, conditions, products, and yield Procedure details: Benzoic acid (1.19 g, 9.78 mmol), KF (0.568 g, 9.78 mmol), 16 (2.35 g, 4.89 mmol). The reactants are C(C1=CC=CC=C1)(=O)O (Benzoic acid), [F-].[K+] (KF), N(CC(=O)N[C@@H](C(C)C)C(=O)N1[C@H](C(=O)CBr)CCC1)C(=O)OCC1=CC=CC=C1 (Z-Gly-Val-Pro-CH2—Br). RXN SMILES: [C:1]([OH:9])(=[O:8])[C:2]1[CH:7]=[CH:6][CH:5]=[CH:4][CH:3]=1.[F-].[K+].[NH:12]([C:32]([O:34][CH2:35][C:36]1[CH:41]=[CH:40][CH:39]=[CH:38][CH:37]=1)=[O:33])[CH2:13][C:14]([NH:16][C@H:17]([C:21]([N:23]1[CH2:31][CH2:30][CH2:29][C@H:24]1[C:25]([CH2:27]Br)=[O:26])=[O:22])[CH:18]([CH3:20])[CH3:19])=[O:15]>>[NH:12]([C:32]([O:34][CH2:35][C:36]1[CH:37]=[CH:38][CH:39]=[CH:40][CH:41]=1)=[O:33])[CH2:13][C:14]([NH:16][C@H:17]([C:21]([N:23]1[CH2:31][CH2:30][CH2:29][C@H:24]1[C:25]([CH2:27][O:8][C:1]([C:2]1[CH:7]=[CH:6][CH:5]=[CH:4][CH:3]=1)=[O:9])=[O:26])=[O:22])[CH:18]([CH3:19])[CH3:20])=[O:15] |f:1.2|. Yields the product N(CC(=O)N[C@@H](C(C)C)C(=O)N1[C@H](C(=O)COC(=O)C2=CC=CC=C2)CCC1)C(=O)OCC1=CC=CC=C1 (Z-Gly-Val-Pro-CH2O—C(O)-Ph). The reactants are C(C)(C)(C)OC(=O)N1C2C(CC1)NCC2C2=CNC1=CC(=CC=C21)F (6-(6-Fluoro-1H-indol-3-yl)-hexahydro-pyrrolo[3,2-b]pyrrole-1-carboxylic acid tert-butyl ester), CCN(C(C)C)C(C)C (DIPEA), ClC1=NC=CC=N1 (2-chloropyrimidine). Run in CN(C)C=O (DMF), O (water). Run at temperature 70 celsius, time 16 hour. Product: C(C)(C)(C)OC(=O)N1C2C(CC1)N(CC2C2=CNC1=CC(=CC=C21)F)C2=NC=CC=N2 (6-(6-Fluoro-1H-indol-3-yl)-4-pyrimidin-2-yl-hexahydro-pyrrolo[3,2-b]pyrrole-1-carboxylic acid tert-butyl ester). Yield: 46.3%. As a reaction SMILES: [C:1]([O:5][C:6]([N:8]1[CH2:12][CH2:11][CH:10]2[NH:13][CH2:14][CH:15]([C:16]3[C:24]4[C:19](=[CH:20][C:21]([F:25])=[CH:22][CH:23]=4)[NH:18][CH:17]=3)[CH:9]12)=[O:7])([CH3:4])([CH3:3])[CH3:2].CCN(C(C)C)C(C)C.Cl[C:36]1[N:41]=[CH:40][CH:39]=[CH:38][N:37]=1>CN(C=O)C.O>[C:1]([O:5][C:6]([N:8]1[CH2:12][CH2:11][CH:10]2[N:13]([C:36]3[N:41]=[CH:40][CH:39]=[CH:38][N:37]=3)[CH2:14][CH:15]([C:16]3[C:24]4[C:19](=[CH:20][C:21]([F:25])=[CH:22][CH:23]=4)[NH:18][CH:17]=3)[CH:9]12)=[O:7])([CH3:4])([CH3:2])[CH3:3]. Procedure details: A solution containing 34 (370 mg, 1.07 mmol), DIPEA (163 mg, 1.26 mmol), and 2-chloropyrimidine (135 mg, 1.17 mmol) in anhydrous DMF (6 mL) was warmed to 70° C. After 16 h, the reaction mixture was cooled to ambient temperature and diluted with water and subsequently extracted with diethyl ether. The organic extract was washed successively with water and brine, dried over anhydrous Na2SO4, filtered, and concentrated. The crude product was purified by flash silica gel chromatography (1:1 hexanes/... The reactants are O (water), N1CCOCC1 (Morpholine), C(=O)([O-])[O-].[K+].[K+] (K2CO3), BrCCOC1=C(C=C(C=C1)C=1C=C2C=3C=CC(=CC3NC2=C(C1)C(N)=O)N1CCN(CC1)C(=O)OC(C)(C)C)Cl (tert-Butyl 4-(6-(4-(2-bromoethoxy)-3-chlorophenyl)-8-carbamoyl-9H-carbazol-2-yl)piperazine-1-carboxylate). Solvent: CN(C)C=O (DMF). Conditions: temperature 75 celsius. The product is C(N)(=O)C=1C=C(C=C2C=3C=CC(=CC3NC12)N1CCN(CC1)C(=O)OC(C)(C)C)C1=CC(=C(C=C1)OCCN1CCOCC1)Cl (tert-butyl 4-(8-carbamoyl-6-(3-chloro-4-(2-morpholinoethoxy)phenyl)-9H-carbazol-2-yl)piperazine-1-carboxylate). Yield: 89.4%. Reaction SMILES: Br[CH2:2][CH2:3][O:4][C:5]1[CH:10]=[CH:9][C:8]([C:11]2[CH:12]=[C:13]3[C:21](=[C:22]([C:24](=[O:26])[NH2:25])[CH:23]=2)[NH:20][C:19]2[CH:18]=[C:17]([N:27]4[CH2:32][CH2:31][N:30]([C:33]([O:35][C:36]([CH3:39])([CH3:38])[CH3:37])=[O:34])[CH2:29][CH2:28]4)[CH:16]=[CH:15][C:14]3=2)=[CH:7][C:6]=1[Cl:40].[NH:41]1[CH2:46][CH2:45][O:44][CH2:43][CH2:42]1.C([O-])([O-])=O.[K+].[K+].O>CN(C=O)C>[C:24]([C:22]1[CH:23]=[C:11]([C:8]2[CH:9]=[CH:10][C:5]([O:4][CH2:3][CH2:2][N:41]3[CH2:46][CH2:45][O:44][CH2:43][CH2:42]3)=[C:6]([Cl:40])[CH:7]=2)[CH:12]=[C:13]2[C:21]=1[NH:20][C:19]1[CH:18]=[C:17]([N:27]3[CH2:32][CH2:31][N:30]([C:33]([O:35][C:36]([CH3:39])([CH3:38])[CH3:37])=[O:34])[CH2:29][CH2:28]3)[CH:16]=[CH:15][C:14]2=1)(=[O:26])[NH2:25] |f:2.3.4|. Procedure details: tert-Butyl 4-(6-(4-(2-bromoethoxy)-3-chlorophenyl)-8-carbamoyl-9H-carbazol-2-yl)piperazine-1-carboxylate (342 mg, estimated purity 55%, ˜0.30 mmol, Example 409C) was dissolved in DMF (6 ml). Morpholine (0.5 ml, 5.7 mmol) and K2CO3 (160 mg, 1.16 mmol) were added and the mixture heated to 75° C. for 2 hour. The reaction mixture was poured into a separating funnel that was loaded with 100 ml water+25 ml saturated aq. NH4Cl solution and extracted with ethyl acetate. The organic layer was washed with... The reactants are [Al+3], CCOCC, [H-], [H-], [H-], [H-], [Li+], [Na+], [OH-], O, N#Cc1cccc(C=C2c3ccccc3CCc3ccccc32)c1. Yields the product NCc1cccc(C=C2c3ccccc3CCc3ccccc32)c1. Reaction SMILES: [Al+3:26].[CH3:34][CH2:35][O:36][CH2:37][CH3:38].[H-:25].[H-:28].[H-:29].[H-:30].[Li+:27].[Na+:33].[OH-:32].[OH2:31].[cH:1]1[cH:2][cH:3][cH:4][c:5]2[c:11]1[CH2:10][CH2:9][c:8]1[c:7]([cH:15][cH:14][cH:13][cH:12]1)[C:6]2=[CH:16][c:17]1[cH:18][c:19]([C:20]#[N:21])[cH:22][cH:23][cH:24]1>>[cH:1]1[cH:2][cH:3][cH:4][c:5]2[c:11]1[CH2:10][CH2:9][c:8]1[c:7]([cH:15][cH:14][cH:13][cH:12]1)[C:6]2=[CH:16][c:17]1[cH:18][c:19]([CH2:20][NH2:21])[cH:22][cH:23][cH:24]1. Reactants: N=1C=CN2C1C=C(C=C2)CO (imidazo[1,2-a]pyridin-7-yl-methanol), CC(=O)OI1(C2=CC=CC=C2C(=O)O1)(OC(=O)C)OC(=O)C (1,1,1-tris(acetyloxy)-1,1-dihydro-1,2-benziodoxol-3-(1H)-one), [OH-].[Na+] (sodium hydroxide). Run in C(Cl)(Cl)Cl (chloroform). Run at time 8 hour. Yields the product N=1C=CN2C1C=C(C=C2)C=O (imidazo[1,2-a]pyridine-7-carbaldehyde). Yield: 88.0%. RXN SMILES: [N:1]1[CH:2]=[CH:3][N:4]2[CH:9]=[CH:8][C:7]([CH2:10][OH:11])=[CH:6][C:5]=12.CC(OI1(OC(C)=O)(OC(C)=O)OC(=O)C2C1=CC=CC=2)=O.[OH-].[Na+]>C(Cl)(Cl)Cl>[N:1]1[CH:2]=[CH:3][N:4]2[CH:9]=[CH:8][C:7]([CH:10]=[O:11])=[CH:6][C:5]=12 |f:2.3|. Procedure details: To imidazo[1,2-a]pyridin-7-yl-methanol (100 mg, 0.7 mmol) suspended in chloroform (5 ml) at room temperature was added 1,1,1-tris(acetyloxy)-1,1-dihydro-1,2-benziodoxol-3-(1H)-one (Dess-Martin periodinane, 0.373 g, 0.9 mmol, 1.3 equiv). This mixture was stirred at room temperature overnight and then dilute sodium hydroxide solution was added and the mixture was stirred for 60 minutes. The mixture was then extracted with dichloromethane and the organic liquors were concentrated in vacuo to furnis... The reactants are C(C)OC(=O)C1=C(C=2C=NC=C(C2N1C)F)N (3-amino-7-fluoro-1-methyl-1H-pyrrolo[3,2-c]pyridine-2-carboxylic acid ethyl ester), FC1=C(C=CC(=C1)[Si](C)(C)C)OS(=O)(=O)C(F)(F)F (trifluoro-methanesulfonic acid 2-fluoro-4-trimethylsilanyl-phenyl ester), C(=O)([O-])[O-].[Cs+].[Cs+] (Cs2CO3). Reagents/catalysts: C=1C=CC(=CC1)/C=C/C(=O)/C=C/C2=CC=CC=C2.C=1C=CC(=CC1)/C=C/C(=O)/C=C/C2=CC=CC=C2.C=1C=CC(=CC1)/C=C/C(=O)/C=C/C2=CC=CC=C2.[Pd].[Pd] (Pd2dba3), CC1(C2=C(C(=CC=C2)P(C3=CC=CC=C3)C4=CC=CC=C4)OC5=C(C=CC=C51)P(C6=CC=CC=C6)C7=CC=CC=C7)C (Xantphos). Solvent: C1(=CC=CC=C1)C (toluene). The product is C(C)OC(=O)C1=C(C=2C=NC=C(C2N1C)F)NC1=C(C=C(C=C1)[Si](C)(C)C)F (7-Fluoro-3-(2-fluoro-4-trimethylsilanyl-phenylamino)-1-methyl-1H-pyrrolo[3,2-c]pyridine-2-carboxylic acid ethyl ester). The yield is 138.3%. As a reaction SMILES: [CH2:1]([O:3][C:4]([C:6]1[N:14]([CH3:15])[C:13]2[C:12]([F:16])=[CH:11][N:10]=[CH:9][C:8]=2[C:7]=1[NH2:17])=[O:5])[CH3:2].[F:18][C:19]1[CH:24]=[C:23]([Si:25]([CH3:28])([CH3:27])[CH3:26])[CH:22]=[CH:21][C:20]=1OS(C(F)(F)F)(=O)=O.C([O-])([O-])=O.[Cs+].[Cs+]>C1(C)C=CC=CC=1.C1C=CC(/C=C/C(/C=C/C2C=CC=CC=2)=O)=CC=1.C1C=CC(/C=C/C(/C=C/C2C=CC=CC=2)=O)=CC=1.C1C=CC(/C=C/C(/C=C/C2C=CC=CC=2)=O)=CC=1.[Pd].[Pd].CC1(C)C2C(=C(P(C3C=CC=CC=3)C3C=CC=CC=3)C=CC=2)OC2C(P(C3C=CC=CC=3)C3C=CC=CC=3)=CC=CC1=2>[CH2:1]([O:3][C:4]([C:6]1[N:14]([CH3:15])[C:13]2[C:12]([F:16])=[CH:11][N:10]=[CH:9][C:8]=2[C:7]=1[NH:17][C:20]1[CH:21]=[CH:22][C:23]([Si:25]([CH3:27])([CH3:26])[CH3:28])=[CH:24][C:19]=1[F:18])=[O:5])[CH3:2] |f:2.3.4,6.7.8.9.10|. Procedure details: A degassed solution of 3-amino-7-fluoro-1-methyl-1H-pyrrolo[3,2-c]pyridine-2-carboxylic acid ethyl ester (900 mg, 3.8 mmol), trifluoro-methanesulfonic acid 2-fluoro-4-trimethylsilanyl-phenyl ester (1.44 mg, 4.56 mmol), Pd2dba3 (174 mg, 0.19 mmol), Xantphos (220 mg, 0.38 mmol) and Cs2CO3 (2.48 g, 7.6 mmol) in toluene (10 ml) was heated at 150° C. for 20 minutes using microwave irradiation. The reaction mixture was cooled to ambient temperature then filtered through a pad of Celite® washing with e... Reactants: NC1=NC(=CN=C1N1CCOCC1)OC (2-amino-3-morpholino-6-methoxypyrazine), [N+](=O)([O-])[O-].[Na+] (sodium nitrate), OC1=NC(=CN=C1N1CCOCC1)OC (2-hydroxy-3-morpholino-6-methoxypyrazine), P(=O)(Cl)(Cl)Cl (phosphorus oxychloride). The product is ClC1=NC(=CN=C1N1CCOCC1)OC (2-chloro-3-morpholino-6-methoxypyrazine). RXN SMILES: N[C:2]1[C:7]([N:8]2[CH2:13][CH2:12][O:11][CH2:10][CH2:9]2)=[N:6][CH:5]=[C:4]([O:14][CH3:15])[N:3]=1.[N+]([O-])([O-])=O.[Na+].OC1C(N2CCOCC2)=NC=C(OC)N=1.P(Cl)(Cl)([Cl:38])=O>>[Cl:38][C:2]1[C:7]([N:8]2[CH2:13][CH2:12][O:11][CH2:10][CH2:9]2)=[N:6][CH:5]=[C:4]([O:14][CH3:15])[N:3]=1 |f:1.2|. Procedure details: The 2-amino substituent of Step A product when treated with sodium nitrate as described in Step E of Preparation 81 is converted to the 2-hydroxy group. Treatment of the 2-hydroxy-3-morpholino-6-methoxypyrazine with phosphorus oxychloride by Preparation 13, Step B method, gives 2-chloro-3-morpholino-6-methoxypyrazine.